Dataset: the Open Reaction Database (ORD), a public repository of structured organic reaction records. Task: describe an organic reaction: reactants, conditions, products, and yield Reactants: Cl, CC1Cc2ccc(-c3ccnc(C(=O)O)c3)cc2CN1c1cc(N2CCN(C)CC2)nc(N)n1, OC1CNC1. Yields the product CC1Cc2ccc(-c3ccnc(C(=O)N4CC(O)C4)c3)cc2CN1c1cc(N2CCN(C)CC2)nc(N)n1. Reaction SMILES: [ClH:35].[NH2:1][c:2]1[n:3][c:4]([N:28]2[CH2:29][CH2:30][N:31]([CH3:34])[CH2:32][CH2:33]2)[cH:5][c:6]([N:8]2[CH2:9][c:10]3[cH:11][c:12](-[c:19]4[cH:20][c:21]([C:25](=[O:26])[OH:27])[n:22][cH:23][cH:24]4)[cH:13][cH:14][c:15]3[CH2:16][CH:17]2[CH3:18])[n:7]1.[OH:36][CH:37]1[CH2:38][NH:39][CH2:40]1>>[NH2:1][c:2]1[n:3][c:4]([N:28]2[CH2:29][CH2:30][N:31]([CH3:34])[CH2:32][CH2:33]2)[cH:5][c:6]([N:8]2[CH2:9][c:10]3[cH:11][c:12](-[c:19]4[cH:20][c:21]([C:25](=[O:27])[N:39]5[CH2:38][CH:37]([OH:36])[CH2:40]5)[n:22][cH:23][cH:24]4)[cH:13][cH:14][c:15]3[CH2:16][CH:17]2[CH3:18])[n:7]1. Starting materials: BrCCCO (3-bromo-1-propanol), C(C)(=O)N1CCN(CC1)C1=CC=C(C=C1)O (1-acetyl-4-(4-hydroxyphenyl)piperazine), BrCCCO (3-bromo-1-propanol), C([O-])([O-])=O.[K+].[K+] (potassium carbonate), O (water). Run in CN(C=O)C (N,N-dimethylformamide), C(Cl)Cl (methylene chloride). Conditions: temperature 60 celsius. The product is C(C)(=O)N1CCN(CC1)C1=CC=C(C=C1)OCCCO (1-acetyl-4-[4-(3-hydroxypropyloxy)phenyl]piperazine). Reaction SMILES: [C:1]([N:4]1[CH2:9][CH2:8][N:7]([C:10]2[CH:15]=[CH:14][C:13]([OH:16])=[CH:12][CH:11]=2)[CH2:6][CH2:5]1)(=[O:3])[CH3:2].Br[CH2:18][CH2:19][CH2:20][OH:21].C(=O)([O-])[O-].[K+].[K+].O>CN(C)C=O.C(Cl)Cl>[C:1]([N:4]1[CH2:5][CH2:6][N:7]([C:10]2[CH:15]=[CH:14][C:13]([O:16][CH2:18][CH2:19][CH2:20][OH:21])=[CH:12][CH:11]=2)[CH2:8][CH2:9]1)(=[O:3])[CH3:2] |f:2.3.4|. Procedure details: A mixture of 1-acetyl-4-(4-hydroxyphenyl)piperazine (3.00 g) in N,N-dimethylformamide was treated with 3-bromo-1-propanol (1.60 ml) and potassium carbonate (2.82 g), and the mixture was heated at 60° C. for 8 hours. Then 3-bromo-1-propanol (1.60 ml) was added again, and the mixture was heated at 110° C. for 6 hours. After cooling, water and methylene chloride were added to the reaction mixture, and the organic layer was taken and dried over magnesium sulfate. Magnesium sulfate was filtered off, ... Reactants: CCO, Cn1nc([N+](=O)[O-])cc1CN1CC(F)(F)C1. Yields the product Cn1nc(N)cc1CN1CC(F)(F)C1. As a reaction SMILES: [CH3:17][CH2:18][OH:19].[F:1][C:2]1([F:16])[CH2:3][N:4]([CH2:6][c:7]2[cH:8][c:9]([N+:13]([O-:14])=[O:15])[n:10][n:11]2[CH3:12])[CH2:5]1>>[F:1][C:2]1([F:16])[CH2:3][N:4]([CH2:6][c:7]2[cH:8][c:9]([NH2:13])[n:10][n:11]2[CH3:12])[CH2:5]1. The reactants are BrC=1C=C2C=CNC2=NC1 (5-bromo-7-azaindole), CS(=O)[O-].[Na+] (sodium methanesulfinate), N1[C@H](C(=O)O)CCC1 (L-proline), [OH-].[Na+] (sodium hydroxide), N (ammonia). Reagents/catalysts: [Cu]I (copper(I) iodide). The solvent is CS(=O)C (dimethyl sulfoxide). Run at temperature 120 celsius, time 8 hour. Product: CS(=O)(=O)C=1C=C2C(=NC1)NC=C2 (5-methanesulfonyl-1H-pyrrolo[2,3-b]pyridine). The yield is 50.2%. RXN SMILES: Br[C:2]1[CH:3]=[C:4]2[C:8](=[N:9][CH:10]=1)[NH:7][CH:6]=[CH:5]2.[CH3:11][S:12]([O-:14])=[O:13].[Na+].N1CCC[C@H]1C(O)=O.[OH-].[Na+].N>CS(C)=O.[Cu]I>[CH3:11][S:12]([C:2]1[CH:3]=[C:4]2[CH:5]=[CH:6][NH:7][C:8]2=[N:9][CH:10]=1)(=[O:14])=[O:13] |f:1.2,4.5|. Procedure details: To 5-bromo-7-azaindole (1, 1.00 g, 5.08 mmol) in dimethyl sulfoxide (15.0 mL) were added sodium methanesulfinate (0.622 g, 6.09 mmol), L-proline (0.117 g, 1.02 mmol), copper(I) iodide (0.200 g, 1.05 mmol), and sodium hydroxide (0.0406 g, 1.02 mmol). The reaction was stirred at 120° C. overnight. The reaction was poured into aqueous ammonia, and extracted with ethyl acetate. The organic layer was dried over anhydrous sodium sulfate, and filtered. The filtrate was concentrated and purified by sili... Starting materials: [I-].[Na+] (Sodium iodide), CN[C@H]1[C@@H](CCCC1)NC (trans-N,N′-dimethylcyclohexane-1,2-diamine), C(C)(C)(C)NC(=O)C1=NC=C(C=N1)Br (5-bromo-pyrimidine-2-carboxylic acid tert-butylamide). The reagents and catalysts are [Cu]I (copper(I)iodide). Solvent: O1CCOCC1 (dioxane). Run at temperature 100 celsius, time 16 hour. The product is C(C)(C)(C)NC(=O)C1=NC=C(C=N1)I (5-iodo-pyrimidine-2-carboxylic acid tert-butylamide). Isolated yield 77.5%. RXN SMILES: [C:1]([NH:5][C:6]([C:8]1[N:13]=[CH:12][C:11](Br)=[CH:10][N:9]=1)=[O:7])([CH3:4])([CH3:3])[CH3:2].[I-:15].[Na+].CN[C@@H]1CCCC[C@H]1NC>O1CCOCC1.[Cu]I>[C:1]([NH:5][C:6]([C:8]1[N:13]=[CH:12][C:11]([I:15])=[CH:10][N:9]=1)=[O:7])([CH3:4])([CH3:3])[CH3:2] |f:1.2|. Procedure: 5-Bromo-pyrimidine-2-carboxylic acid tert-butylamide (Example 9, step 1) (950 mg, 3.68 mmol) was dissolved in dioxane (10 ml). Sodium iodide (2.2 g, 14.7 mmol, 4 equiv.), copper(I)iodide (66 mg, 0.74 mmol, 0.2 equiv.) and trans-N,N′-dimethylcyclohexane-1,2-diamine (CAS 67579-81-1) (105 mg, 0.74 mmol, 0.2 equiv.) were added and the mixture was stirred for 16 hours at 100° C. The reaction mixture was extracted with saturated NaHCO3 solution and two times with ethyl acetate. The organic layers were...